This data is from the Open Reaction Database (ORD), a public repository of structured organic reaction records. The task is: describe an organic reaction: reactants, conditions, products, and yield The reactants are C1(=CC=CC=C1)SC (thioanisole), C(CCl)Cl (ethylene dichloride), COCOC (methylal), C(CCl)Cl (ethylene dichloride). Reagents/catalysts: [Ti](Cl)(Cl)(Cl)Cl (titanium tetrachloride). Run at temperature -5 celsius, time 24 hour. The product is CSC1=CC=C(CCl)C=C1 (p-methylthiobenzyl chloride). Yield: 64.0%. As a reaction SMILES: [C:1]1([S:7][CH3:8])[CH:6]=[CH:5][CH:4]=[CH:3][CH:2]=1.COCOC.C(Cl)[CH2:15][Cl:16]>[Ti](Cl)(Cl)(Cl)Cl>[CH3:8][S:7][C:1]1[CH:6]=[CH:5][C:4]([CH2:15][Cl:16])=[CH:3][CH:2]=1. Procedure details: A solution of 24.8 g. (0.20 mole) of thioanisole in 180 ml. of ethylene dichloride was cooled to -5°C in an ice-methanol bath. 48 Ml. (83.6 g., 0.44 mole) of titanium tetrachloride was added dropwise over 15 minutes while maintaining the temperature at 0°-5°C. Another 10 ml. of ethylene dichloride was employed to wash forward the last quantities of titanium tetrachloride. The solution was cooled to -5°C again and 16.8 g. (0.22 mole) of methylal was added over 15 minutes while holding the tempera... Starting materials: CC(C)(C)OC(=O)CCC(NC(=O)OCc1ccccc1)C(=O)O, O=C([O-])O, CCOC(=O)N1CCNCC1, [Na+], CN(C)C=O. Yields the product CCOC(=O)N1CCN(C(=O)C(CCC(=O)OC(C)(C)C)NC(=O)OCc2ccccc2)CC1. RXN SMILES: [C:1]([CH3:2])([CH3:3])([CH3:4])[O:5][C:6]([CH2:7][CH2:8][CH:9]([C:10](=[O:11])[OH:12])[NH:13][C:14](=[O:15])[O:16][CH2:17][c:18]1[cH:19][cH:20][cH:21][cH:22][cH:23]1)=[O:24].[C:41](=[O:42])([O-:43])[OH:44].[CH2:25]([CH3:26])[O:27][C:28](=[O:29])[N:30]1[CH2:31][CH2:32][NH:33][CH2:34][CH2:35]1.[Na+:45].[O:36]=[CH:37][N:38]([CH3:39])[CH3:40]>>[C:1]([CH3:2])([CH3:3])([CH3:4])[O:5][C:6]([CH2:7][CH2:8][CH:9]([C:10](=[O:12])[N:33]1[CH2:32][CH2:31][N:30]([C:28]([O:27][CH2:25][CH3:26])=[O:29])[CH2:35][CH2:34]1)[NH:13][C:14](=[O:15])[O:16][CH2:17][c:18]1[cH:19][cH:20][cH:21][cH:22][cH:23]1)=[O:24]. Reactants: C(C)(C)(C)OC(=O)N1C(C=2N(CC1)N=C(N2)C(F)(F)F)C (7-N-(tert-butoxycarbonyl)-8-methyl-2-(trifluoromethyl)-5,6,7,8-tetrahydro[1,2,4]triazolo[1,5-α]pyrazine), Cl (hydrogen chloride). Solvent: CO (methanol), CO (methanol). Reaction conditions: time 1 hour. Yields the product Cl.CC1C=2N(CCN1)N=C(N2)C(F)(F)F (8-Methyl-2-(trifluoromethyl)-5,6,7,8-tetrahydro[1,2,4]triazolo[1,5-α]pyrazine, hydrochloride). Reaction SMILES: C(OC([N:8]1[CH2:13][CH2:12][N:11]2[N:14]=[C:15]([C:17]([F:20])([F:19])[F:18])[N:16]=[C:10]2[CH:9]1[CH3:21])=O)(C)(C)C.[ClH:22]>CO>[ClH:22].[CH3:21][CH:9]1[NH:8][CH2:13][CH2:12][N:11]2[N:14]=[C:15]([C:17]([F:20])([F:18])[F:19])[N:16]=[C:10]12 |f:3.4|. Reported procedure: To a solution of 7-N-(tert-butoxycarbonyl)-8-methyl-2-(trifluoromethyl)-5,6,7,8-tetrahydro[1,2,4]triazolo[1,5-α]pyrazine (2.40 g, 7.83 mmol) in 40 mL of methanol was added 50 mL of methanol saturated with hydrogen chloride. The reaction was stirred at ambient temperature for 1 h. Concentration in vacuo gave the title compound as an off-white solid.